Dataset: the Open Reaction Database (ORD), a public repository of structured organic reaction records. Task: describe an organic reaction: reactants, conditions, products, and yield Starting materials: C=CCBr, CCOC(C)=O, CN(C)C=O, COCOc1c2c(c(O)c3cccnc13)C(=O)N(Cc1ccc(F)cc1)C2=O, [K+], [K+], O=C([O-])[O-]. Product: C=CCOc1c2c(c(OCOC)c3ncccc13)C(=O)N(Cc1ccc(F)cc1)C2=O. RXN SMILES: [CH2:35]([CH:36]=[CH2:37])[Br:38].[CH2:44]([O:45][C:46](=[O:47])[CH3:48])[CH3:49].[CH3:39][N:40]([CH3:41])[CH:42]=[O:43].[F:1][c:2]1[cH:3][cH:4][c:5]([CH2:6][N:7]2[C:8](=[O:26])[c:9]3[c:10]([OH:25])[c:11]4[cH:12][cH:13][cH:14][n:15][c:16]4[c:17]([O:21][CH2:22][O:23][CH3:24])[c:18]3[C:19]2=[O:20])[cH:27][cH:28]1.[K+:29].[K+:30].[O-:31][C:32]([O-:33])=[O:34]>>[F:1][c:2]1[cH:3][cH:4][c:5]([CH2:6][N:7]2[C:8](=[O:26])[c:9]3[c:10]([O:25][CH2:37][CH:36]=[CH2:35])[c:11]4[cH:12][cH:13][cH:14][n:15][c:16]4[c:17]([O:21][CH2:22][O:23][CH3:24])[c:18]3[C:19]2=[O:20])[cH:27][cH:28]1. The product is C(C)OC(C(CCC#N)C(C)=O)=O (2-Acetyl-4-cyano-butyric acid ethyl ester). RXN SMILES: N#N.CC[O-].[Na+].[C:7]([O:13][CH2:14][CH3:15])(=[O:12])[CH2:8][C:9]([CH3:11])=[O:10].[C:16](#[N:19])[CH:17]=[CH2:18]>>[CH2:14]([O:13][C:7](=[O:12])[CH:8]([C:9](=[O:10])[CH3:11])[CH2:18][CH2:17][C:16]#[N:19])[CH3:15] |f:1.2|. Reaction conditions: time 8 hour. Reported procedure: In a flame dried round-bottomed flask equipped with a magnetic stir bar and under inert atmosphere (N2), to sodium ethylate (prepared from 62 mg sodium in 8 mL of EtOH) was added ethyl acetoacetate (9.7 mL, 76.1 mmol). Acrylonitrile (5 mL, 76.1 mmol) was then added dropwise at 40-45° C. and the reaction mixture was stirred at this temperature overnight. Ethanol was removed and the residue washed with 65 mL of water containing 3.5 mL of acetic acid, diluted with CH2Cl2 and dried over Na2SO4, filt... Starting materials: C(C=C)#N (Acrylonitrile), N#N (N2), CC[O-].[Na+] (sodium ethylate), C(CC(=O)C)(=O)OCC (ethyl acetoacetate).